From a dataset of the Open Reaction Database (ORD), a public repository of structured organic reaction records. describe an organic reaction: reactants, conditions, products, and yield The reactants are CCOC(OCC)N(C)C, Cc1ccccc1, N#Cc1c(N2CCOCC2)n[nH]c1N. The product is CN(C)C=Nc1[nH]nc(N2CCOCC2)c1C#N. As a reaction SMILES: [CH2:15]([O:16][CH:18]([O:17][CH2:22][CH3:23])[N:19]([CH3:20])[CH3:21])[CH3:24].[CH3:25][c:26]1[cH:27][cH:28][cH:29][cH:30][cH:31]1.[NH2:1][c:2]1[c:3]([C:13]#[N:14])[c:4]([N:7]2[CH2:8][CH2:9][O:10][CH2:11][CH2:12]2)[n:5][nH:6]1>>[N:1]([c:2]1[c:3]([C:13]#[N:14])[c:4]([N:7]2[CH2:8][CH2:9][O:10][CH2:11][CH2:12]2)[n:5][nH:6]1)=[CH:18][N:19]([CH3:20])[CH3:21].